Dataset: the Open Reaction Database (ORD), a public repository of structured organic reaction records. Task: describe an organic reaction: reactants, conditions, products, and yield The reactants are [OH-].[Na+] (NaOH), COC(COC1=C(C=C(C=C1)SCC=C(C1=CC=C(C=C1)Br)C1=CC=C(C=C1)Br)Cl)=O ({4-[3,3-Bis-(4-bromo-phenyl)-allylsulfanyl]-2-chloro-phenoxy}-acetic acid methyl ester), Cl (HCl). The solvent is C(C)O (ethanol). Run at temperature 5 celsius, time 18 hour. Product: BrC1=CC=C(C=C1)C(=CCSC1=CC(=C(OCC(=O)O)C=C1)Cl)C1=CC=C(C=C1)Br ({4-[3,3-Bis-(4-bromo-phenyl)-allylsulfanyl]-2-chloro-phenoxy}-acetic acid). RXN SMILES: C[O:2][C:3](=[O:31])[CH2:4][O:5][C:6]1[CH:11]=[CH:10][C:9]([S:12][CH2:13][CH:14]=[C:15]([C:23]2[CH:28]=[CH:27][C:26]([Br:29])=[CH:25][CH:24]=2)[C:16]2[CH:21]=[CH:20][C:19]([Br:22])=[CH:18][CH:17]=2)=[CH:8][C:7]=1[Cl:30].[OH-].[Na+].Cl>C(O)C>[Br:22][C:19]1[CH:18]=[CH:17][C:16]([C:15]([C:23]2[CH:24]=[CH:25][C:26]([Br:29])=[CH:27][CH:28]=2)=[CH:14][CH2:13][S:12][C:9]2[CH:10]=[CH:11][C:6]([O:5][CH2:4][C:3]([OH:31])=[O:2])=[C:7]([Cl:30])[CH:8]=2)=[CH:21][CH:20]=1 |f:1.2|. Procedure: {4-[3,3-Bis-(4-bromo-phenyl)-allylsulfanyl]-2-chloro-phenoxy}-acetic acid methyl ester (350 mg, 0.6 mmol, example 23) was dissolved in ethanol (10 ml). 1N NaOH (3 ml, 3 mmol) was added at room temperature and the reaction mixture was stirred for 18 h at 5° C. after which it was treated with 1N HCl (15 ml) and extracted with dichloromethane (2×20 ml). The combined organic phases were dried and evaporated to give the title compound in 230 mg (68%) yield. Procedure details: 1,8-Diazabicyclo[5.4.0]undec-7-ene (3.4 mL, 22.86 mmol) was added to a solution of 6-oxoheptanoic acid 23 (1.1 g, 7.63 mmol) in acetone (15 mL) at 23° C. After stirring for 15 min iodomethane (2.4 mL, 38.3 mmol) was added. The reaction was stirred for 1 h and then the solvent was removed in vacuo. The residue was purified by flash column chromatography (silica gel, 7:3 hex/EtOAc) to provide 1.18 g (95%) of the methyl ester 24 (see scheme 4). Reaction SMILES: N12CCCN=C1CCCC[CH2:2]2.[O:12]=[C:13]([CH3:21])[CH2:14][CH2:15][CH2:16][CH2:17][C:18]([OH:20])=[O:19].IC>CC(C)=O>[O:12]=[C:13]([CH3:21])[CH2:14][CH2:15][CH2:16][CH2:17][C:18]([O:20][CH3:2])=[O:19]. Conditions: time 1 hour. Yields the product O=C(CCCCC(=O)OC)C (Methyl 6-oxoheptanoate). Yield: 97.8%. The reactants are N12CCCCCC2=NCCC1 (1,8-Diazabicyclo[5.4.0]undec-7-ene), O=C(CCCCC(=O)O)C (6-oxoheptanoic acid), IC (iodomethane). Run in CC(=O)C (acetone). Product: Cc1nc(C(=O)N2CC3CC3C2CNC(=O)c2cccc(C(F)(F)F)c2)c(-c2cccc(Cl)c2)s1. Reaction SMILES: [F:24][C:25]([c:26]1[cH:27][c:28]([C:29](=[O:30])[OH:31])[cH:32][cH:33][cH:34]1)([F:35])[F:36].[NH2:1][CH2:2][CH:3]1[CH:4]2[CH2:5][CH:6]2[CH2:7][N:8]1[C:9](=[O:10])[c:11]1[n:12][c:13]([CH3:23])[s:14][c:15]1-[c:16]1[cH:17][c:18]([Cl:22])[cH:19][cH:20][cH:21]1>>[NH:1]([CH2:2][CH:3]1[CH:4]2[CH2:5][CH:6]2[CH2:7][N:8]1[C:9](=[O:10])[c:11]1[n:12][c:13]([CH3:23])[s:14][c:15]1-[c:16]1[cH:17][c:18]([Cl:22])[cH:19][cH:20][cH:21]1)[C:29]([c:28]1[cH:27][c:26]([C:25]([F:24])([F:35])[F:36])[cH:34][cH:33][cH:32]1)=[O:30]. The reactants are O=C(O)c1cccc(C(F)(F)F)c1, Cc1nc(C(=O)N2CC3CC3C2CN)c(-c2cccc(Cl)c2)s1. Reactants: solid, BrC1=CC(=CC=2C(=C3N(C12)CCNC3=O)C)C#N (6-bromo-10-methyl-1-oxo-1,2,3,4-tetrahydro-pyrazino[1,2-a]indole-8-carbonitrile), BrC1=CC(=CC=2C(=C3N(C12)CCNC3=O)C)C#N (6-bromo-10-methyl-1-oxo-1,2,3,4-tetrahydro-pyrazino[1,2-a]indole-8-carbonitrile), [N+](=O)([O-])C1=CC=C(C=C1)B(O)O (4-nitro-phenylboronic acid). Yields the product CC1=C2N(C=3C(=CC(=CC13)C#N)C1=CC=C(C=C1)[N+](=O)[O-])CCNC2=O (10-Methyl-6-(4-nitrophenyl)-1-oxo-3,4-dihydro-2H-pyrazino[1,2-a]indole-8-carbonitrile). RXN SMILES: Br[C:2]1[C:10]2[N:9]3[CH2:11][CH2:12][NH:13][C:14](=[O:15])[C:8]3=[C:7]([CH3:16])[C:6]=2[CH:5]=[C:4]([C:17]#[N:18])[CH:3]=1.[N+:19]([C:22]1[CH:27]=[CH:26][C:25](B(O)O)=[CH:24][CH:23]=1)([O-:21])=[O:20]>>[CH3:16][C:7]1[C:6]2[CH:5]=[C:4]([C:17]#[N:18])[CH:3]=[C:2]([C:25]3[CH:26]=[CH:27][C:22]([N+:19]([O-:21])=[O:20])=[CH:23][CH:24]=3)[C:10]=2[N:9]2[CH2:11][CH2:12][NH:13][C:14](=[O:15])[C:8]=12. Procedure: The title compound, yellow solid (41 mg, 47%), MS (ISP) m/z=347.5 [(M+H)+], mp 312° C., was prepared in accordance with the general method of example 1 from 6-bromo-10-methyl-1-oxo-1,2,3,4-tetrahydro-pyrazino[1,2-a]indole-8-carbonitrile (intermediate 16) (76 mg, 0.25 mmol) and commercially available 4-nitro-phenylboronic acid (54.3 mg, 0.325 mmol). Procedure: In substantially the same manner as in Example 5, morpholine (210 μl) was condensed with Boc-3-cyclohexyl-L-alanine (590 mg, manufactured by Bachera Fein Chemikalien AG, Switzerland) to give N-(Boc-3-cyclohexyl-L-alanyl)morpholine (702 mg) as a colorless oily product (yield 95%). After Boc group elimination with 4N HCl/ethyl acetate, the product was condensed with (2S,3S)-ethyl hydrogen trans-epoxysuccinate as obtained in Reference Example 8 (210 mg) to yield the title compound (compound 75; 379... Isolated yield 95.0%. As a reaction SMILES: [C:1]([NH:8][C@H:9]([C:17]([OH:19])=O)[CH2:10][CH:11]1[CH2:16][CH2:15][CH2:14][CH2:13][CH2:12]1)([O:3][C:4]([CH3:7])([CH3:6])[CH3:5])=[O:2].[NH:20]1[CH2:25][CH2:24][O:23][CH2:22][CH2:21]1>>[C:1]([NH:8][C@H:9]([C:17]([N:20]1[CH2:25][CH2:24][O:23][CH2:22][CH2:21]1)=[O:19])[CH2:10][CH:11]1[CH2:12][CH2:13][CH2:14][CH2:15][CH2:16]1)([O:3][C:4]([CH3:5])([CH3:6])[CH3:7])=[O:2]. Product: C(=O)(OC(C)(C)C)N[C@@H](CC1CCCCC1)C(=O)N1CCOCC1 (N-(Boc-3-cyclohexyl-L-alanyl)morpholine), product. Reactants: C(=O)(OC(C)(C)C)N[C@@H](CC1CCCCC1)C(=O)O (Boc-3-cyclohexyl-L-alanine), N1CCOCC1 (morpholine).